Dataset: the Open Reaction Database (ORD), a public repository of structured organic reaction records. Task: describe an organic reaction: reactants, conditions, products, and yield Reactants: [C-]#N.[Na+] (Sodium cyanide), C(C)(C)(C)C1=CC=C(CBr)C=C1 (4-t-butylbenzylbromide). Run in CCO.O (EtOH H2O), O (water). Run at time 4 hour. Yields the product C(C)(C)(C)C1=CC=C(C=C1)CC#N (4-t-Butylphenylacetonitrile). Isolated yield 88.4%. Reaction SMILES: [C-:1]#[N:2].[Na+].[C:4]([C:8]1[CH:15]=[CH:14][C:11]([CH2:12]Br)=[CH:10][CH:9]=1)([CH3:7])([CH3:6])[CH3:5]>CCO.O.O>[C:4]([C:8]1[CH:15]=[CH:14][C:11]([CH2:12][C:1]#[N:2])=[CH:10][CH:9]=1)([CH3:7])([CH3:6])[CH3:5] |f:0.1,3.4|. Procedure details: Sodium cyanide (1.07 g, 22 mmol) was added to a stirred solution of 4-t-butylbenzylbromide (5 g, 22 mmol) in a mixture of EtOH--H2O (6:1) (70 mL). The reaction mixture was allowed to stir under reflux conditions for 4 hours. After cooling the mixture to room temperature, the solvent was evaporated under reduced pressure to afford a yellow oil. The oil was suspended in water (20 mL) and extracted with ether (3×25 mL). The solvent was removed under reduced pressure to give a yellow oil which was p... RXN SMILES: [CH:12]([CH3:13])([CH3:14])[c:15]1[n:16][cH:17][cH:18][cH:19][cH:20]1.[Cl:21][CH2:22][Cl:23].[OH:1][O:2][C:3]([c:4]1[cH:5][c:6]([Cl:7])[cH:8][cH:9][cH:10]1)=[O:11]>>[O-:1][n+:16]1[c:15]([CH:12]([CH3:13])[CH3:14])[cH:20][cH:19][cH:18][cH:17]1. Reactants: CC(C)c1ccccn1, ClCCl, O=C(OO)c1cccc(Cl)c1. Product: CC(C)c1cccc[n+]1[O-]. The reactants are CN1N=C(C(=C1)C1=CC=NC=C1)C1=CC=C(C=C1)O (4-(1-Methyl-4-pyridin-4-yl-1H-pyrazol-3-yl)-phenol), C(C1=CC=CC=C1)OC1=CC(=C(C=C1)C1=NN(C=C1C1=CC=NC=C1)C)F (4-[3-(4-Benzyloxy-2-fluoro-phenyl)-1-methyl-1H-pyrazol-4-yl]-pyridine). Yields the product FC=1C=C(C=CC1C1=NN(C=C1C1=CC=NC=C1)C)O (3-Fluoro-4-(1-methyl-4-pyridin-4-yl-1H-pyrazol-3-yl)-phenol). Reaction SMILES: CN1C=C(C2C=CN=CC=2)C(C2C=CC(O)=CC=2)=N1.C([O:27][C:28]1[CH:33]=[CH:32][C:31]([C:34]2[C:38]([C:39]3[CH:44]=[CH:43][N:42]=[CH:41][CH:40]=3)=[CH:37][N:36]([CH3:45])[N:35]=2)=[C:30]([F:46])[CH:29]=1)C1C=CC=CC=1>>[F:46][C:30]1[CH:29]=[C:28]([OH:27])[CH:33]=[CH:32][C:31]=1[C:34]1[C:38]([C:39]2[CH:40]=[CH:41][N:42]=[CH:43][CH:44]=2)=[CH:37][N:36]([CH3:45])[N:35]=1. Reported procedure: Following the procedure for the preparation of 4-(1-Methyl-4-pyridin-4-yl-1H-pyrazol-3-yl)-phenol but substituting 4-[3-(4-Benzyloxy-2-fluoro-phenyl)-1-methyl-1H-pyrazol-4-yl]-pyridine provided the title compound. MS: (M+H m/z=270.1). Reactants: CCOC(C)OC(C)(C)C(F)CCC(CO)C1CCC2C3CC=C4CC(OC5CCCCO5)CC(OC5CCCCO5)C4(C)C3CCC12C, Cc1ccc(S(=O)(=O)Cl)cc1, c1ccncc1. Product: CCOC(C)OC(C)(C)C(F)CCC(COS(=O)(=O)c1ccc(C)cc1)C1CCC2C3CC=C4CC(OC5CCCCO5)CC(OC5CCCCO5)C4(C)C3CCC12C. As a reaction SMILES: [O:1]1[CH:2]([O:7][CH:8]2[CH2:9][CH:10]([O:43][CH:44]3[O:45][CH2:46][CH2:47][CH2:48][CH2:49]3)[CH2:11][C:12]3=[CH:13][CH2:14][CH:15]4[CH:16]5[CH2:17][CH2:18][CH:19]([CH:20]([CH2:21][CH2:22][CH:23]([C:24]([CH3:25])([CH3:26])[O:27][CH:28]([CH3:29])[O:30][CH2:31][CH3:32])[F:33])[CH2:34][OH:35])[C:36]5([CH3:42])[CH2:37][CH2:38][CH:39]4[C:40]23[CH3:41])[CH2:3][CH2:4][CH2:5][CH2:6]1.[c:50]1([CH3:60])[cH:51][cH:52][c:53]([S:56](=[O:57])(=[O:58])[Cl:59])[cH:54][cH:55]1.[cH:61]1[cH:62][cH:63][n:64][cH:65][cH:66]1>>[O:1]1[CH:2]([O:7][CH:8]2[CH2:9][CH:10]([O:43][CH:44]3[O:45][CH2:46][CH2:47][CH2:48][CH2:49]3)[CH2:11][C:12]3=[CH:13][CH2:14][CH:15]4[CH:16]5[CH2:17][CH2:18][CH:19]([CH:20]([CH2:21][CH2:22][CH:23]([C:24]([CH3:25])([CH3:26])[O:27][CH:28]([CH3:29])[O:30][CH2:31][CH3:32])[F:33])[CH2:34][O:35][S:56]([c:53]6[cH:52][cH:51][c:50]([CH3:60])[cH:55][cH:54]6)(=[O:57])=[O:58])[C:36]5([CH3:42])[CH2:37][CH2:38][CH:39]4[C:40]23[CH3:41])[CH2:3][CH2:4][CH2:5][CH2:6]1. As a reaction SMILES: Br[C:2]1[CH:3]=[C:4]([C:8]([N:10]=[S:11]([C:14]2[CH:15]=[C:16]([CH:21]=[CH:22][CH:23]=2)[C:17]([O:19][CH3:20])=[O:18])([CH3:13])=[O:12])=[O:9])[CH:5]=[N:6][CH:7]=1.[C:24]([C:26]1[CH:27]=[C:28]([NH:32][C:33]([C:35]2[N:39]([CH3:40])[N:38]=[C:37]([CH3:41])[CH:36]=2)=[O:34])[CH:29]=[CH:30][CH:31]=1)#[CH:25]>>[CH3:40][N:39]1[C:35]([C:33]([NH:32][C:28]2[CH:27]=[C:26]([C:24]#[C:25][C:2]3[CH:3]=[C:4]([C:8]([N:10]=[S:11]([C:14]4[CH:15]=[C:16]([CH:21]=[CH:22][CH:23]=4)[C:17]([O:19][CH3:20])=[O:18])([CH3:13])=[O:12])=[O:9])[CH:5]=[N:6][CH:7]=3)[CH:31]=[CH:30][CH:29]=2)=[O:34])=[CH:36][C:37]([CH3:41])=[N:38]1. The product is CN1N=C(C=C1C(=O)NC=1C=C(C=CC1)C#CC=1C=C(C=NC1)C(=O)N=S(=O)(C)C=1C=C(C(=O)OC)C=CC1)C (methyl 3-[N-({5-[(3-{[(1,3-dimethyl-1H-pyrazol-5-yl)carbonyl]amino}phenyl)ethynyl]pyridin-3-yl}carbonyl)-S-methylsulfonimidoyl]benzoate). Reported procedure: In a manner similar to that described in Example 460, methyl 3-{N-[(5-bromopyridin-3-yl)carbonyl]-S-methylsulfonimidoyl}benzoate and N-(3-ethynylphenyl)-1,3-dimethyl-1H-pyrazole-5-carboxamide were reacted to give the title compound. Reactants: BrC=1C=C(C=NC1)C(=O)N=S(=O)(C)C=1C=C(C(=O)OC)C=CC1 (methyl 3-{N-[(5-bromopyridin-3-yl)carbonyl]-S-methylsulfonimidoyl}benzoate), C(#C)C=1C=C(C=CC1)NC(=O)C1=CC(=NN1C)C (N-(3-ethynylphenyl)-1,3-dimethyl-1H-pyrazole-5-carboxamide).